Dataset: the Open Reaction Database (ORD), a public repository of structured organic reaction records. Task: describe an organic reaction: reactants, conditions, products, and yield Reactants: C1(CCCCC1)N1CN(C(C12CCNCC2)=O)CC=2C=C(C(=O)OC(C)(C)C)C=CC2 (tert-Butyl 3-((1-cyclohexyl-4-oxo-1,3,8-triazaspiro[4.5]decan-3-yl)methyl)benzoate), ICCCC(=O)C1=CC=CC=C1 (4-iodobutyrophenone), C([O-])([O-])=O.[K+].[K+] (potassium carbonate). Run in CN(C=O)C (N,N-dimethylformamide), C(C)(=O)OCC (ethyl acetate). Product: C1(CCCCC1)N1CN(C(C12CCN(CC2)CCCC(C2=CC=CC=C2)=O)=O)CC=2C=C(C(=O)OC(C)(C)C)C=CC2 (tert-butyl 3-((1-cyclohexyl-4-oxo-8-(4-oxo-4-phenylbutyl)-1,3,8-triazaspiro[4.5]decan-3-yl)methyl)benzoate). Yield: 83.4%. Reaction SMILES: [CH:1]1([N:7]2[C:11]3([CH2:16][CH2:15][NH:14][CH2:13][CH2:12]3)[C:10](=[O:17])[N:9]([CH2:18][C:19]3[CH:20]=[C:21]([CH:29]=[CH:30][CH:31]=3)[C:22]([O:24][C:25]([CH3:28])([CH3:27])[CH3:26])=[O:23])[CH2:8]2)[CH2:6][CH2:5][CH2:4][CH2:3][CH2:2]1.I[CH2:33][CH2:34][CH2:35][C:36]([C:38]1[CH:43]=[CH:42][CH:41]=[CH:40][CH:39]=1)=[O:37].C(=O)([O-])[O-].[K+].[K+]>CN(C)C=O.C(OCC)(=O)C>[CH:1]1([N:7]2[C:11]3([CH2:16][CH2:15][N:14]([CH2:33][CH2:34][CH2:35][C:36](=[O:37])[C:38]4[CH:43]=[CH:42][CH:41]=[CH:40][CH:39]=4)[CH2:13][CH2:12]3)[C:10](=[O:17])[N:9]([CH2:18][C:19]3[CH:20]=[C:21]([CH:29]=[CH:30][CH:31]=3)[C:22]([O:24][C:25]([CH3:27])([CH3:28])[CH3:26])=[O:23])[CH2:8]2)[CH2:2][CH2:3][CH2:4][CH2:5][CH2:6]1 |f:2.3.4|. Procedure details: tert-Butyl 3-((1-cyclohexyl-4-oxo-1,3,8-triazaspiro[4.5]decan-3-yl)methyl)benzoate (0.30 g, 0.585 mmol), 4-iodobutyrophenone (0.17 g, 0.585 mmol), and potassium carbonate (0.12 g, 0.878 mmol) in N,N-dimethylformamide (8 mL) were stirred at 65° C. for 2 hours. The reaction was diluted with ethyl acetate, washed with water and brine, dried (MgSO4), and evaporated. The residue was purified by PTLC (5% methanol/dichloromethane) to give product as an oil (0.28 g, 82%); MS for C35H47N3O4 m/z 574 (M+H)... Reactants: C(C(C)C)(=O)C1=CNC2=CC(=CC=C12)C(=O)OC (methyl 3-isobutyrylindole-6-carboxylate), solution. Solvent: O1CCCC1 (tetrahydrofuran), O1CCCC1 (tetrahydrofuran). Conditions: temperature 50 celsius, time 1 hour. The product is C(C(C)C)C1=CNC2=CC(=CC=C12)C(=O)OC (methyl 3-isobutylindole-6-carboxylate). The yield is 76.3%. RXN SMILES: [C:1]([C:6]1[C:14]2[C:9](=[CH:10][C:11]([C:15]([O:17][CH3:18])=[O:16])=[CH:12][CH:13]=2)[NH:8][CH:7]=1)(=O)[CH:2]([CH3:4])[CH3:3]>O1CCCC1>[CH2:1]([C:6]1[C:14]2[C:9](=[CH:10][C:11]([C:15]([O:17][CH3:18])=[O:16])=[CH:12][CH:13]=2)[NH:8][CH:7]=1)[CH:2]([CH3:4])[CH3:3]. Procedure details: To a solution of methyl 3-isobutyrylindole-6-carboxylate (146 mg) in tetrahydrofuran (5 ml) was added 1M solution of brane-tetrahydrofuran complex in tetrahydrofuran (1.8 ml), and the mixture was stirred at 50° C. for 1 hour. The resulting mixture was evaporated in vacuo, and the residue was quenched with aqueous ammonium chloride and extracted with ethyl acetate. The organic phase was washed with brine, and dried over sodium sulfate. After evaporation of solvent, the residue was chromatographed... The reactants are C([O-])(O)=O.[Na+] (sodium bicarbonate), NN1C(C(CCC1)CC1=C(C=CC=C1)C(F)(F)F)=O (1-Amino-3-(2-trifluoromethylbenzyl)piperidin-2-one), N#CN (cyanamide), O.C1(=CC=C(C=C1)S(=O)(=O)O)C (p-Toluenesulfonic acid monohydrate). Run in C(C)(=O)OCC (ethyl acetate), C(C)N(CC)CC (triethylamine), C(C)O (ethanol). Run at temperature 80 celsius. The product is FC(C1=C(CC2C=3N(CCC2)N=C(N3)N)C=CC=C1)(F)F (8-(2-trifluoromethylbenzyl)-5,6,7,8-tetrahydro[1,2,4]triazolo[1,5-a]pyridin-2-ylamine). Yield: 24.5%. As a reaction SMILES: [NH2:1][N:2]1[CH2:7][CH2:6][CH2:5][CH:4]([CH2:8][C:9]2[CH:14]=[CH:13][CH:12]=[CH:11][C:10]=2[C:15]([F:18])([F:17])[F:16])[C:3]1=O.[N:20]#[C:21][NH2:22].O.C1(C)C=CC(S(O)(=O)=O)=CC=1.C(=O)(O)[O-].[Na+]>C(O)C.C(OCC)(=O)C.C(N(CC)CC)C>[F:16][C:15]([F:18])([F:17])[C:10]1[CH:11]=[CH:12][CH:13]=[CH:14][C:9]=1[CH2:8][CH:4]1[CH2:5][CH2:6][CH2:7][N:2]2[N:1]=[C:21]([NH2:22])[N:20]=[C:3]12 |f:2.3,4.5|. Procedure details: 1-Amino-3-(2-trifluoromethylbenzyl)piperidin-2-one (916 mg) and cyanamide (849 mg) were dissolved in ethanol (15 mL). p-Toluenesulfonic acid monohydrate (961 mg) was added and the mixture was heated under reflux at 80° C. for 3.5 hours. After cooling to room temperature, triethylamine (2.3 mL) was added and the mixture was further heated under reflux at 80° C. for four days. A sodium bicarbonate solution and ethyl acetate were added to the reaction solution, and the organic layer was separated. ... Starting materials: O=C([O-])[O-], COC(=O)c1cccc(O)c1C(=O)OC, CC(C)=O, ClCc1ccc(Cl)s1, [K+], [K+]. Product: COC(=O)c1cccc(OCc2ccc(Cl)s2)c1C(=O)OC. RXN SMILES: [C:16](=[O:17])([O-:18])[O-:19].[CH3:1][O:2][C:3]([c:4]1[c:5]([C:6](=[O:7])[O:8][CH3:9])[c:10]([OH:14])[cH:11][cH:12][cH:13]1)=[O:15].[CH3:30][C:31](=[O:32])[CH3:33].[Cl:22][c:23]1[s:24][c:25]([CH2:28][Cl:29])[cH:26][cH:27]1.[K+:20].[K+:21]>>[CH3:1][O:2][C:3]([c:4]1[c:5]([C:6](=[O:7])[O:8][CH3:9])[c:10]([O:14][CH2:28][c:25]2[s:24][c:23]([Cl:22])[cH:27][cH:26]2)[cH:11][cH:12][cH:13]1)=[O:15]. Starting materials: [N+](=[N-])=C (diazomethane), [N+](=[N-])=C (diazomethane), O=C1CC=CC(C1)C(=O)O (5-oxocyclohex-2-ene-1-carboxylic acid). Solvent: CCOCC (ether), CCOCC (ether). Conditions: time 2 hour. The product is O=C1CC=CC(C1)C(=O)OC (methyl 5-oxocyclohex-2-ene-1-carboxylate). Isolated yield 99.0%. As a reaction SMILES: [N+](=[CH2:3])=[N-].[O:4]=[C:5]1[CH2:10][CH:9]([C:11]([OH:13])=[O:12])[CH:8]=[CH:7][CH2:6]1>CCOCC>[O:4]=[C:5]1[CH2:10][CH:9]([C:11]([O:13][CH3:3])=[O:12])[CH:8]=[CH:7][CH2:6]1. Reported procedure: A solution of 0.7M diazomethane in ether was slowly added to a solution of 6.0 g (42.8 mmol) of 5-oxocyclohex-2-ene-1-carboxylic acid in 100 mL of ether at 0 degrees centigrade, with swirling. The addition of diazomethane was continued until the bubbling ceased and a yellow color persisted. The solution was treated with a rapid stream of nitrogen until the yellow color was discharged. The solvent was removed by evaporation. Benzene (100 mL) was added and evaporated at room temperature using an a... Starting materials: COC(=O)c1sccc1N, [Na+], [OH-]. Yields the product Nc1ccsc1C(=O)[O-], [Na+]. RXN SMILES: [NH2:1][c:2]1[c:3]([C:7](=[O:8])[O:9][CH3:10])[s:4][cH:5][cH:6]1.[Na+:12].[OH-:11]>>[NH2:1][c:2]1[c:3]([C:7](=[O:8])[O-:9])[s:4][cH:5][cH:6]1.[Na+:12]. The product is CC(CC(=O)NC(=O)OC(C)C)Nc1ccc(Br)cc1. Reactants: CC(CC(N)=O)Nc1ccc(Br)cc1, CC(C)(C)[O-], CCOC(C)=O, CC(C)OC(=O)Cl, [Li+], C1CCOC1. RXN SMILES: [Br:1][c:2]1[cH:3][cH:4][c:5]([NH:8][CH:9]([CH2:10][C:11](=[O:12])[NH2:13])[CH3:14])[cH:6][cH:7]1.[CH3:22][C:23]([CH3:24])([O-:25])[CH3:26].[CH3:28][CH2:29][O:30][C:31](=[O:32])[CH3:33].[Cl:15][C:16](=[O:17])[O:18][CH:19]([CH3:20])[CH3:21].[Li+:27].[O:34]1[CH2:35][CH2:36][CH2:37][CH2:38]1>>[Br:1][c:2]1[cH:3][cH:4][c:5]([NH:8][CH:9]([CH2:10][C:11](=[O:12])[NH:13][C:16](=[O:17])[O:18][CH:19]([CH3:20])[CH3:21])[CH3:14])[cH:6][cH:7]1. Reactants: N(N)C=1OC2=C(N1)C=CC=C2 (2-hydrazinylbenzo[d]oxazole), FC1=C(C=C2C=CC=NC2=C1)CC1=CN=C2N1N=C(C=C2)C(C)=O (1-[3-(7-fluoro-quinolin-6-ylmethyl)-imidazo[1,2-b]pyridazin-6-yl]-ethanone). The product is FC1=C(C=C2C=CC=NC2=C1)CC1=CN=C2N1N=C(C=C2)\C(\C)=N\NC=2OC1=C(N2)C=CC=C1 ((E)-2-(2-(1-(3-((7-Fluoroquinolin-6-yl)methyl)imidazo[1,2-b]pyridazin-6-yl)ethylidene)-hydrazinyl)benzo[d]oxazole). Yield: 74.0%. RXN SMILES: [NH:1]([C:3]1[O:4][C:5]2[CH:11]=[CH:10][CH:9]=[CH:8][C:6]=2[N:7]=1)[NH2:2].[F:12][C:13]1[CH:22]=[C:21]2[C:16]([CH:17]=[CH:18][CH:19]=[N:20]2)=[CH:15][C:14]=1[CH2:23][C:24]1[N:28]2[N:29]=[C:30]([C:33](=O)[CH3:34])[CH:31]=[CH:32][C:27]2=[N:26][CH:25]=1>>[F:12][C:13]1[CH:22]=[C:21]2[C:16]([CH:17]=[CH:18][CH:19]=[N:20]2)=[CH:15][C:14]=1[CH2:23][C:24]1[N:28]2[N:29]=[C:30](/[C:33](=[N:2]/[NH:1][C:3]3[O:4][C:5]4[CH:11]=[CH:10][CH:9]=[CH:8][C:6]=4[N:7]=3)/[CH3:34])[CH:31]=[CH:32][C:27]2=[N:26][CH:25]=1. Procedure details: The title compound was prepared from 2-hydrazinylbenzo[d]oxazole and 1-[3-(7-fluoro-quinolin-6-ylmethyl)-imidazo[1,2-b]pyridazin-6-yl]-ethanone in analogy to the synthesis of example 1 in 74% yield. 1H-NMR (400 MHz, DMSO-d6) δ ppm 11.8-11.5 (m, 1H), 8.87 (dd, 1H), 8.4-7.9 (m, 4), 7.8-7.6 (m, 2H), 7.6-7.1 (m, 5H), 4.58 (s, 2H), 2.49 (s, 3H). LCMS (method C): [MH]+=452, tR=4.42 min.